Dataset: the Open Reaction Database (ORD), a public repository of structured organic reaction records. Task: describe an organic reaction: reactants, conditions, products, and yield The reactants are N1CCOCC1 (morpholine), C(C)OC(=O)N1[C@@H](C[C@@H](C2=NC(=CC=C12)OC)NC1=NC=C(C(=N1)CC1=CC(=CC(=C1)C(F)(F)F)C(F)(F)F)OCC(=O)O)CC ((2R*,4S*)-4-{[3,5-Bis(trifluoromethyl)benzyl]-(5-carboxymethoxypyrimidin-2-yl)}amino-2-ethyl-6-methoxy-3,4-dihydro-2H-[1,5]naphthyridine-1-carboxylic acid ethyl ester), Cl.CN(CCCN=C=NCC)C (1-(3-dimethylaminopropyl)-3-ethylcarbodiimide monohydrochloride), O.ON1N=NC2=C1C=CC=C2 (1-hydroxybenzotriazole hydrate). Solvent: CN(C=O)C (N,N-dimethylformamide), O (Water). Conditions: time 4 hour. Product: C(C)OC(=O)N1[C@@H](C[C@@H](C2=NC(=CC=C12)OC)NC1=NC=C(C(=N1)CC1=CC(=CC(=C1)C(F)(F)F)C(F)(F)F)OCC(=O)N1CCOCC1)CC ((2R*,4S*)-4-([3,5-bis(trifluoromethyl)benzyl]-{5-[2-(morpholin-4-yl)-2-oxoethoxy]pyrimidin-2-yl})amino-2-ethyl-6-methoxy-3,4-dihydro-2H-[1,5]naphthyridine-1-carboxylic acid ethyl ester). RXN SMILES: [CH2:1]([O:3][C:4]([N:6]1[C:15]2[C:10](=[N:11][C:12]([O:16][CH3:17])=[CH:13][CH:14]=2)[C@@H:9]([NH:18][C:19]2[N:24]=[C:23]([CH2:25][C:26]3[CH:31]=[C:30]([C:32]([F:35])([F:34])[F:33])[CH:29]=[C:28]([C:36]([F:39])([F:38])[F:37])[CH:27]=3)[C:22]([O:40][CH2:41][C:42](O)=[O:43])=[CH:21][N:20]=2)[CH2:8][C@H:7]1[CH2:45][CH3:46])=[O:5])[CH3:2].[NH:47]1[CH2:52][CH2:51][O:50][CH2:49][CH2:48]1.Cl.CN(C)CCCN=C=NCC.O.ON1C2C=CC=CC=2N=N1>CN(C)C=O.O>[CH2:1]([O:3][C:4]([N:6]1[C:15]2[C:10](=[N:11][C:12]([O:16][CH3:17])=[CH:13][CH:14]=2)[C@@H:9]([NH:18][C:19]2[N:24]=[C:23]([CH2:25][C:26]3[CH:27]=[C:28]([C:36]([F:39])([F:38])[F:37])[CH:29]=[C:30]([C:32]([F:33])([F:35])[F:34])[CH:31]=3)[C:22]([O:40][CH2:41][C:42]([N:47]3[CH2:52][CH2:51][O:50][CH2:49][CH2:48]3)=[O:43])=[CH:21][N:20]=2)[CH2:8][C@H:7]1[CH2:45][CH3:46])=[O:5])[CH3:2] |f:2.3,4.5|. Reported procedure: (2R*,4S*)-4-{[3,5-Bis(trifluoromethyl)benzyl]-(5-carboxymethoxypyrimidin-2-yl)}amino-2-ethyl-6-methoxy-3,4-dihydro-2H-[1,5]naphthyridine-1-carboxylic acid ethyl ester (150 mg) is dissolved in N,N-dimethylformamide (1 ml), then thereto is added morpholine (30 μl). After addition of 1-(3-dimethylaminopropyl)-3-ethylcarbodiimide monohydrochloride (66 mg) and 1-hydroxybenzotriazole hydrate (46 mg) under ice-cooling, the mixture is stirred at room temperature for 4 hours. Water is added to the reacti... RXN SMILES: [C:23](=[O:24])([O-:25])[O-:26].[ClH:13].[K+:27].[K+:28].[O:14]1[CH2:15][CH2:16][N:17]([CH2:20][CH2:21][Cl:22])[CH2:18][CH2:19]1.[O:29]=[CH:30][N:31]([CH3:32])[CH3:33].[OH:1][c:2]1[cH:3][cH:4][c:5]([N+:10](=[O:11])[O-:12])[c:6]([CH:7]=[O:8])[cH:9]1>>[ClH:22].[O:1]([c:2]1[cH:3][cH:4][c:5]([N+:10](=[O:11])[O-:12])[c:6]([CH:7]=[O:8])[cH:9]1)[CH2:21][CH2:20][N:17]1[CH2:16][CH2:15][O:14][CH2:19][CH2:18]1. Product: Cl, O=Cc1cc(OCCN2CCOCC2)ccc1[N+](=O)[O-]. The reactants are O=C([O-])[O-], Cl, [K+], [K+], ClCCN1CCOCC1, CN(C)C=O, O=Cc1cc(O)ccc1[N+](=O)[O-]. Reactants: ClC1=C(C(=O)NC(=O)NC=2C=NC(=CC2)SC2=CC=C(C=C2)Cl)C(=CC=C1)Cl (1-(2,6-Dichlorobenzoyl)-3-(6-(4-chlorophenylthio)-3-pyridinyl)urea), Cl (HCl). Yields the product Cl.ClC1=C(C(=O)NC(=O)NC=2C=NC(=CC2)SC2=CC=C(C=C2)Cl)C(=CC=C1)Cl (1-(2,6-DICHLOROBENZOYL)-3-(6-(4-CHLOROPHENYLTHIO)-3-PYRIDINYL)UREA, HYDROCHLORIDE SALT). Reaction SMILES: [Cl:1][C:2]1[CH:27]=[CH:26][CH:25]=[C:24]([Cl:28])[C:3]=1[C:4]([NH:6][C:7]([NH:9][C:10]1[CH:11]=[N:12][C:13]([S:16][C:17]2[CH:22]=[CH:21][C:20]([Cl:23])=[CH:19][CH:18]=2)=[CH:14][CH:15]=1)=[O:8])=[O:5].Cl>>[ClH:1].[Cl:28][C:24]1[CH:25]=[CH:26][CH:27]=[C:2]([Cl:1])[C:3]=1[C:4]([NH:6][C:7]([NH:9][C:10]1[CH:11]=[N:12][C:13]([S:16][C:17]2[CH:22]=[CH:21][C:20]([Cl:23])=[CH:19][CH:18]=2)=[CH:14][CH:15]=1)=[O:8])=[O:5] |f:2.3|. Procedure details: 1-(2,6-Dichlorobenzoyl)-3-(6-(4-chlorophenylthio)-3-pyridinyl)urea (2.0 grams) was refluxed in 100 ml. of concentrated HCl (37%) for 4 hours. The reaction mixture was cooled and the product separated by filtration, yield 1.5 grams, m.p., 214°-217° C. The reactants are O=C([O-])[O-], CCC(C)=O, ClCCN1CCCC1, [I-], [K+], [K+], [K+], O=c1cc(CO)occ1O. Yields the product O=c1cc(CO)occ1OCCN1CCCC1. As a reaction SMILES: [C:11](=[O:12])([O-:13])[O-:14].[CH3:27][C:28](=[O:29])[CH2:30][CH3:31].[Cl:19][CH2:20][CH2:21][N:22]1[CH2:23][CH2:24][CH2:25][CH2:26]1.[I-:18].[K+:15].[K+:16].[K+:17].[OH:1][CH2:2][c:3]1[cH:4][c:5](=[O:6])[c:7]([OH:8])[cH:9][o:10]1>>[OH:1][CH2:2][c:3]1[cH:4][c:5](=[O:6])[c:7]([O:8][CH2:20][CH2:21][N:22]2[CH2:23][CH2:24][CH2:25][CH2:26]2)[cH:9][o:10]1. Yield: 71.0%. The reactants are C(=C)(C)[Mg]Br (isopropenylmagnesium bromide), enone, C(=O)(OC)CC1(CCC=CC1=O)CC (6-Carbomethoxymethyl-6-ethyl-2-cyclohexen-1-one), CuBr, S(C)C (Me2S), S(C)C (Me2S). The product is C(=O)(OC)CC1(C(CC(CC1)C(=C)C)=O)CC (2-Carbomethoxymethyl-2-ethyl-5-(1-methylethenyl)-cyclohexanone). RXN SMILES: [C:1]([CH2:5][C:6]1([CH2:13][CH3:14])[C:11](=[O:12])[CH:10]=[CH:9][CH2:8][CH2:7]1)([O:3][CH3:4])=[O:2].S(C)C.[C:18]([Mg]Br)([CH3:20])=[CH2:19]>C1COCC1>[C:1]([CH2:5][C:6]1([CH2:13][CH3:14])[CH2:7][CH2:8][CH:9]([C:18]([CH3:20])=[CH2:19])[CH2:10][C:11]1=[O:12])([O:3][CH3:4])=[O:2]. Solvent: C1CCOC1 (THF). Procedure details: The enone, 6-carbomethoxymethyl-6-ethyl-2-cyclohexene-1-one, (X), prepared in Example 1, Step (c), (33.12 mmol, 6.50 g), CuBr.Me2S (3.312 mmol, 681 mg) and Me2S (6.63 ml) were stirred in 97.5 ml of dry THF at -40° C. under nitrogen and treated with 49.68 mmol (66.24 ml of 0.75M in THF, prepared from treating isopropenyl bromide with 1.1 equivalents of Mg) of isopropenylmagnesium bromide added dropwise. The reaction was quenched with 120 ml of 1M HCl (aq.) and extracted with 4×60 ml of petroleum ... Reactants: CC(O)c1cc(C(C)(C)O[SiH2]C(C)(C)C)on1, N#N, O=[Mn]=O. Yields the product CC(=O)c1cc(C(C)(C)O[SiH2]C(C)(C)C)on1. As a reaction SMILES: [C:3]([CH3:4])([CH3:5])([CH3:6])[SiH2:7][O:8][C:9]([c:10]1[cH:11][c:12]([CH:15]([CH3:16])[OH:17])[n:13][o:14]1)([CH3:18])[CH3:19].[N:1]#[N:2].[O:20]=[Mn:21]=[O:22]>>[C:3]([CH3:4])([CH3:5])([CH3:6])[SiH2:7][O:8][C:9]([c:10]1[cH:11][c:12]([C:15]([CH3:16])=[O:17])[n:13][o:14]1)([CH3:18])[CH3:19]. Reactants: BrB(Br)Br, COc1ccc(Cl)c(C(C)C(O)(c2ccc3c(c2)N(C)C(=O)CO3)C(F)(F)F)c1, ClCCl, [Na+], O=C([O-])O, O. Yields the product CC(c1cc(O)ccc1Cl)C(O)(c1ccc2c(c1)N(C)C(=O)CO2)C(F)(F)F. RXN SMILES: [B:30]([Br:31])([Br:32])[Br:33].[Cl:1][c:2]1[c:3]([CH:10]([C:11]([C:12]([F:13])([F:14])[F:15])([OH:16])[c:17]2[cH:18][cH:19][c:20]3[c:21]([cH:28]2)[N:22]([CH3:27])[C:23](=[O:26])[CH2:24][O:25]3)[CH3:29])[cH:4][c:5]([O:8][CH3:9])[cH:6][cH:7]1.[Cl:40][CH2:41][Cl:42].[Na+:39].[O-:35][C:36]([OH:37])=[O:38].[OH2:34]>>[Cl:1][c:2]1[c:3]([CH:10]([C:11]([C:12]([F:13])([F:14])[F:15])([OH:16])[c:17]2[cH:18][cH:19][c:20]3[c:21]([cH:28]2)[N:22]([CH3:27])[C:23](=[O:26])[CH2:24][O:25]3)[CH3:29])[cH:4][c:5]([OH:8])[cH:6][cH:7]1. Starting materials: [N+](=O)([O-])C=1C=CC(=NC1)OC=1C=C2CCC(OC2=CC1)C1=CC=CC=C1 (5-nitro-2-(2-phenylchroman-6-yloxy)pyridine), C1(=CC=CC=C1)C1OC2=C(SC1)C=C(C=C2)O (2-phenyl-2,3-dihydrobenzo[1,4]oxathiin-6-ol). The product is [N+](=O)([O-])C=1C=CC(=NC1)OC=1C=CC2=C(SCC(O2)C2=CC=CC=C2)C1 (5-Nitro-2-(2-phenyl-2,3-dihydrobenzo[1,4]oxathiin-6-yloxy)pyridine). As a reaction SMILES: [N+:1]([C:4]1[CH:5]=[CH:6][C:7]([O:10][C:11]2[CH:12]=[C:13]3[C:18](=[CH:19][CH:20]=2)[O:17][CH:16]([C:21]2[CH:26]=[CH:25][CH:24]=[CH:23][CH:22]=2)[CH2:15]C3)=[N:8][CH:9]=1)([O-:3])=[O:2].C1(C2C[S:37]C3C=C(O)C=CC=3O2)C=CC=CC=1>>[N+:1]([C:4]1[CH:5]=[CH:6][C:7]([O:10][C:11]2[CH:20]=[CH:19][C:18]3[O:17][CH:16]([C:21]4[CH:26]=[CH:25][CH:24]=[CH:23][CH:22]=4)[CH2:15][S:37][C:13]=3[CH:12]=2)=[N:8][CH:9]=1)([O-:3])=[O:2]. Procedure details: 5-Nitro-2-(2-phenyl-2,3-dihydrobenzo[1,4]oxathiin-6-yloxy)pyridine was prepared as described for 5-nitro-2-(2-phenylchroman-6-yloxy)pyridine in Example 1(b) using 269 mg 2-phenyl-2,3-dihydrobenzo[1,4]oxathiin-6-ol. The product was recrystallised from ethanol. 1H NMR (400 MHz, CDCl3) δ: 9.07 (d, 1H, J 2.8 Hz), 8.47 (dd, 1H, J 9.1, 2.8 Hz), 7.43 (m, 4H), 7.37-7.41 (m, 1H), 7.02 (d, 1H, J 9.1 Hz), 6.99 (d, 1H, J 8.9 Hz), 6.95 (d, 1H, J 2.8 Hz), 6.82 (dd, 1H, J 8.9, 2.8 Hz), 5.21 (dd, 1H, J 9.7, 1.9...